Dataset: the Open Reaction Database (ORD), a public repository of structured organic reaction records. Task: describe an organic reaction: reactants, conditions, products, and yield Reactants: S1C=C(C=C1)C=1C=C(OCCO)C=CC1 (2-[3-(3-thienyl)phenoxy]ethanol), C(C(=O)Cl)(=O)Cl (oxalyl chloride). The solvent is CS(=O)C (dimethylsulfoxide). Yields the product S1C=C(C=C1)C=1C=C(OCC=O)C=CC1 (3-(3-thienyl)phenoxyacetaldehyde). As a reaction SMILES: [S:1]1[CH:5]=[CH:4][C:3]([C:6]2[CH:7]=[C:8]([CH:13]=[CH:14][CH:15]=2)[O:9][CH2:10][CH2:11][OH:12])=[CH:2]1.C(Cl)(=O)C(Cl)=O>CS(C)=O>[S:1]1[CH:5]=[CH:4][C:3]([C:6]2[CH:7]=[C:8]([CH:13]=[CH:14][CH:15]=2)[O:9][CH2:10][CH:11]=[O:12])=[CH:2]1. Procedure details: The resulting alcohol compound was oxidized in a similar manner to that described in J. Org. Chem., 43, 2481 (1978) using oxalyl chloride and dimethylsulfoxide to give the captioned compound. Starting materials: Brc1cccs1, CCO, CCCc1ccc(-c2ccc(B(O)O)c(F)c2)cc1, [Na+], [Na+], O=C([O-])[O-], Cc1ccccc1, c1ccc(P(c2ccccc2)(c2ccccc2)[Pd](P(c2ccccc2)(c2ccccc2)c2ccccc2)(P(c2ccccc2)(c2ccccc2)c2ccccc2)P(c2ccccc2)(c2ccccc2)c2ccccc2)cc1. Yields the product CCCc1ccc(-c2ccc(-c3cccs3)c(F)c2)cc1. As a reaction SMILES: [Br:1][c:2]1[s:3][cH:4][cH:5][cH:6]1.[CH2:32]([OH:33])[CH3:34].[CH2:7]([CH2:8][CH3:9])[c:10]1[cH:11][cH:12][c:13](-[c:16]2[cH:17][c:18]([F:25])[c:19]([B:22]([OH:23])[OH:24])[cH:20][cH:21]2)[cH:14][cH:15]1.[Na+:26].[Na+:27].[O-:28][C:29](=[O:30])[O-:31].[c:35]1([CH3:36])[cH:37][cH:38][cH:39][cH:40][cH:41]1.[cH:42]1[cH:43][cH:44][c:45]([P:46]([Pd:47]([P:48]([c:49]2[cH:50][cH:51][cH:52][cH:53][cH:54]2)([c:55]2[cH:56][cH:57][cH:58][cH:59][cH:60]2)[c:61]2[cH:62][cH:63][cH:64][cH:65][cH:66]2)([P:67]([c:68]2[cH:69][cH:70][cH:71][cH:72][cH:73]2)([c:74]2[cH:75][cH:76][cH:77][cH:78][cH:79]2)[c:80]2[cH:81][cH:82][cH:83][cH:84][cH:85]2)[P:86]([c:87]2[cH:88][cH:89][cH:90][cH:91][cH:92]2)([c:93]2[cH:94][cH:95][cH:96][cH:97][cH:98]2)[c:99]2[cH:100][cH:101][cH:102][cH:103][cH:104]2)([c:105]2[cH:106][cH:107][cH:108][cH:109][cH:110]2)[c:111]2[cH:112][cH:113][cH:114][cH:115][cH:116]2)[cH:117][cH:118]1>>[c:2]1(-[c:19]2[c:18]([F:25])[cH:17][c:16](-[c:13]3[cH:12][cH:11][c:10]([CH2:7][CH2:8][CH3:9])[cH:15][cH:14]3)[cH:21][cH:20]2)[s:3][cH:4][cH:5][cH:6]1. Reactants: C(C)(C)(C)OC(COC1=C(C(=CC=2C(CCCC12)NS(=O)(=O)C1=CC(=CC(=C1)C(F)(F)F)C(F)(F)F)Cl)F)=O ([5-(3,5-bis-trifluoromethyl-benzenesulfonylamino)-3-chloro-2-fluoro-5,6,7,8-tetrahydro-naphthalen-1-yloxy]-acetic acid tert-butyl ester), solution, [OH-].[Li+] (lithium hydroxide), CO (methanol). Solvent: O1CCCC1 (tetrahydrofuran). Conditions: time 2 hour. The product is FC(C=1C=C(C=C(C1)C(F)(F)F)S(=O)(=O)NC1C=2C=C(C(=C(C2CCC1)OCC(=O)O)F)Cl)(F)F ([5-(3,5-bis-trifluoromethyl-benzenesulfonylamino)-3-chloro-2-fluoro-5,6,7,8-tetrahydro-naphthalen-1-yloxy]-acetic acid). The yield is 87.8%. RXN SMILES: C([O:5][C:6](=[O:39])[CH2:7][O:8][C:9]1[C:18]2[CH2:17][CH2:16][CH2:15][CH:14]([NH:19][S:20]([C:23]3[CH:28]=[C:27]([C:29]([F:32])([F:31])[F:30])[CH:26]=[C:25]([C:33]([F:36])([F:35])[F:34])[CH:24]=3)(=[O:22])=[O:21])[C:13]=2[CH:12]=[C:11]([Cl:37])[C:10]=1[F:38])(C)(C)C.[OH-].[Li+].CO>O1CCCC1>[F:36][C:33]([F:34])([F:35])[C:25]1[CH:24]=[C:23]([S:20]([NH:19][CH:14]2[CH2:15][CH2:16][CH2:17][C:18]3[C:9]([O:8][CH2:7][C:6]([OH:39])=[O:5])=[C:10]([F:38])[C:11]([Cl:37])=[CH:12][C:13]2=3)(=[O:21])=[O:22])[CH:28]=[C:27]([C:29]([F:30])([F:31])[F:32])[CH:26]=1 |f:1.2|. Procedure: To a stirred solution of [5-(3,5-bis-trifluoromethyl-benzenesulfonylamino)-3-chloro-2-fluoro-5,6,7,8-tetrahydro-naphthalen-1-yloxy]-acetic acid tert-butyl ester (163.4 mg, 0.27 mmol) in tetrahydrofuran (4 mL) were added an aqueous (2 mL) solution of lithium hydroxide (0.036 g, 0.87 mmol) and methanol (1 mL) at room temperature and the resulting reaction mixture was stirred for 2 hours. The solvent was removed under reduced pressure. The residue was diluted with water (15 mL) and acidified with d... Starting materials: ClC1=CC(=NC=2N1N=CC2)NC(C2=CC=C(C=C2)C(C)(C)O)=O (N-(7-chloropyrazolo[1,5-a]pyrimidin-5-yl)-4-(2-hydroxypropan-2-yl)benzamide), CN1CCNCCC1 (1-methyl-1,4-diazepane). The reagents and catalysts are CS(=O)C (DMSO). Solvent: CN1CCCC1=O (NMP), CO (methanol). The product is OC(C)(C)C1=CC=C(C(=O)NC2=NC=3N(C(=C2)N2CCN(CCC2)C)N=CC3)C=C1 (4-(2-hydroxypropan-2-yl)-N-(7-(4-methyl-1,4-diazepan-1-yl)pyrazolo[1,5-a]pyrimidin-5-yl)benzamide). The yield is 98.9%. RXN SMILES: Cl[C:2]1[N:7]2[N:8]=[CH:9][CH:10]=[C:6]2[N:5]=[C:4]([NH:11][C:12](=[O:23])[C:13]2[CH:18]=[CH:17][C:16]([C:19]([OH:22])([CH3:21])[CH3:20])=[CH:15][CH:14]=2)[CH:3]=1.[CH3:24][N:25]1[CH2:31][CH2:30][CH2:29][NH:28][CH2:27][CH2:26]1>CN1C(=O)CCC1.CS(C)=O.CO>[OH:22][C:19]([C:16]1[CH:17]=[CH:18][C:13]([C:12]([NH:11][C:4]2[CH:3]=[C:2]([N:28]3[CH2:29][CH2:30][CH2:31][N:25]([CH3:24])[CH2:26][CH2:27]3)[N:7]3[N:8]=[CH:9][CH:10]=[C:6]3[N:5]=2)=[O:23])=[CH:14][CH:15]=1)([CH3:21])[CH3:20]. Procedure details: A solution of N-(7-chloropyrazolo[1,5-a]pyrimidin-5-yl)-4-(2-hydroxypropan-2-yl)benzamide (2D, 50 mg, 0.151 mmol) and 1-methyl-1,4-diazepane (34 mg, 0.302 mmol) in NMP (0.950 mL) was stirred at 85° C. overnight. After cooling to room temperature, the mixture was diluted with a few drops of DMSO and methanol, and was then purified by preparatory HPLC, 15-40% (MeCN/H2O gradient+0.01% TFA). Lyophilization of the combined fractions gave the titled compound as a white solid (61 mg, 99%). 1HNMR (400 M...